From a dataset of the Open Reaction Database (ORD), a public repository of structured organic reaction records. describe an organic reaction: reactants, conditions, products, and yield The reactants are ClCCl, O=C(O)c1cc(S(=O)(=O)Cl)cc(Cl)c1Cl, [NH4+], [OH-]. Yields the product NS(=O)(=O)c1cc(Cl)c(Cl)c(C(=O)O)c1. As a reaction SMILES: [Cl:18][CH2:19][Cl:20].[Cl:1][c:2]1[c:3]([C:4](=[O:5])[OH:6])[cH:7][c:8]([S:12](=[O:13])(=[O:14])[Cl:15])[cH:9][c:10]1[Cl:11].[NH4+:17].[OH-:16]>>[Cl:1][c:2]1[c:3]([C:4](=[O:5])[OH:6])[cH:7][c:8]([S:12](=[O:13])(=[O:14])[NH2:17])[cH:9][c:10]1[Cl:11]. The reactants are C(C)OC(=O)C=1C=NC2=C(C=CC=C2C1NC1CCCC1)OC (4-cyclopentylamino-8-methoxy-quinoline-3-carboxylic acid ethyl ester), N(=C=O)C1=C(C=CC=C1)C (1-isocyanato-2-methyl-benzene). The product is C1(CCCC1)N1C(N(C(C=2C=NC=3C(=CC=CC3C21)OC)=O)C2=C(C=CC=C2)C)=O (1-Cyclopentyl-7-methoxy-3-o-tolyl-1H-pyrimido[5,4-c]quinoline-2,4-dione). The yield is 59.8%. As a reaction SMILES: C([O:3][C:4]([C:6]1[CH:7]=[N:8][C:9]2[C:14]([C:15]=1[NH:16][CH:17]1[CH2:21][CH2:20][CH2:19][CH2:18]1)=[CH:13][CH:12]=[CH:11][C:10]=2[O:22][CH3:23])=O)C.[N:24]([C:27]1[CH:32]=[CH:31][CH:30]=[CH:29][C:28]=1[CH3:33])=[C:25]=[O:26]>>[CH:17]1([N:16]2[C:15]3[C:14]4[CH:13]=[CH:12][CH:11]=[C:10]([O:22][CH3:23])[C:9]=4[N:8]=[CH:7][C:6]=3[C:4](=[O:3])[N:24]([C:27]3[CH:32]=[CH:31][CH:30]=[CH:29][C:28]=3[CH3:33])[C:25]2=[O:26])[CH2:18][CH2:19][CH2:20][CH2:21]1. Reported procedure: 1-Cyclopentyl-7-methoxy-3-o-tolyl-1H-pyrimido[5,4-c]quinoline-2,4-dione (24 mg) was prepared from 4-cyclopentylamino-8-methoxy-quinoline-3-carboxylic acid ethyl ester (0.1 mmol) and 1-isocyanato-2-methyl-benzene (0.5 mmol) following general procedure C. LCMS: m/z 402 [M+1]+. Reactants: C(C1=CC=CC=C1)SC=1N=C2SC=CN2C1 (6-Benzylthioimidazo[2,1-b]thiazole), ClN1C(CCC1=O)=O (N-Chlorosuccinimide). The solvent is ClCCl (dichloromethane), C(Cl)(Cl)(Cl)Cl (carbon tetrachloride). Yields the product C(C1=CC=CC=C1)SC=1N=C2SC=CN2C1Cl (6-Benzylthio-5-chloroimidazo[2,1-b]thiazole). Isolated yield 87.7%. RXN SMILES: [CH2:1]([S:8][C:9]1[N:10]=[C:11]2[N:15]([CH:16]=1)[CH:14]=[CH:13][S:12]2)[C:2]1[CH:7]=[CH:6][CH:5]=[CH:4][CH:3]=1.[Cl:17]N1C(=O)CCC1=O>ClCCl.C(Cl)(Cl)(Cl)Cl>[CH2:1]([S:8][C:9]1[N:10]=[C:11]2[N:15]([C:16]=1[Cl:17])[CH:14]=[CH:13][S:12]2)[C:2]1[CH:7]=[CH:6][CH:5]=[CH:4][CH:3]=1. Reported procedure: 6-Benzylthioimidazo[2,1-b]thiazole (2.0 g) is dissolved in a mixture of 8 ml of dichloromethane and 40 ml of carbon tetrachloride. N-Chlorosuccinimide (1.2 g) is added to the solution during 10 minutes and stirred for an hour at room temperature. The insoluble product is filtered off and the filtrate is purified by silica gel chromatography (eluent: ethylacetate) to give 2.0 g of the title compound as an oil. Starting materials: Br.N[C@@H](C)C(=O)N1CC2(SCCS2)C[C@H]1C(=O)O (7-[(S)-alanyl]-1,4-dithia-7-azaspiro-[4.4]nonane-8(S)-carboxylic acid, hydrobromide), O=C(C(=O)OCC)CCC1=CC=CC=C1 (2-oxo-4-phenylbutyric acid, ethyl ester). Run in CO (methanol). Product: [OH-].[NH4+] (ammonium hydroxide), C(=O)(OCC)C(CCC1=CC=CC=C1)N[C@@H](C)C(=O)N1CC2(SCCS2)C[C@H]1C(=O)O (7-[N-(1-carboethoxy-3-phenylpropyl)-(S)-alanyl]-1,4-dithia-7-azaspiro[4.4]nonane-8(S)-carboxylic acid). Isolated yield 7.0%. Reaction SMILES: Br.[NH2:2][C@H:3]([C:5]([N:7]1[C@H:15]([C:16]([OH:18])=[O:17])[CH2:14][C:9]2([S:13][CH2:12][CH2:11][S:10]2)[CH2:8]1)=[O:6])[CH3:4].O=[C:20]([CH2:26][CH2:27][C:28]1[CH:33]=[CH:32][CH:31]=[CH:30][CH:29]=1)[C:21]([O:23][CH2:24][CH3:25])=[O:22]>CO>[OH-:6].[NH4+:2].[C:21]([CH:20]([NH:2][C@H:3]([C:5]([N:7]1[C@H:15]([C:16]([OH:18])=[O:17])[CH2:14][C:9]2([S:13][CH2:12][CH2:11][S:10]2)[CH2:8]1)=[O:6])[CH3:4])[CH2:26][CH2:27][C:28]1[CH:29]=[CH:30][CH:31]=[CH:32][CH:33]=1)([O:23][CH2:24][CH3:25])=[O:22] |f:0.1,4.5|. Reported procedure: Dissolve the 7-[(S)-alanyl]-1,4-dithia-7-azaspiro-[4.4]nonane-8(S)-carboxylic acid, hydrobromide (prepared in paragraph E next above) in 100 ml of absolute methanol. Add 0.5 g of 2-oxo-4-phenylbutyric acid, ethyl ester and 10 ml of 3° A. molecular sieve pellets and stir the mixture at room temperature for eighteen hours. Filter the reaction mixture and treat the filtrate with 0.30 g of sodium cyanoborohydride at room temperature for two hours. Concentrate the mixture under nitrogen and dilute th... Reactants: C(C)OC([C@@H](NC(C1=CC=C(C=C1)CCC1CNC=2N=C(NC(C21)=O)N)=O)CCC(=O)OCC)=O (N-[4-[2-(2-amino-4,5,6,7-tetrahydro-4-oxo-3H-pyrrolo[2,3-d]pyrimidin-5-yl)ethyl]benzoyl]-L-glutamic acid diethyl ester), Cl (HCl). The solvent is [OH-].[Na+] (NaOH). The product is NC=1NC(C2=C(N1)NCC2CCC2=CC=C(C(=O)N[C@@H](CCC(=O)O)C(=O)O)C=C2)=O (N-[4-[2-(2-amino-4,5,6,7-tetrahydro-4-oxo-3H-pyrrolo[2,3-d]pyrimidin-5-yl)ethyl]benzoyl]-L-glutamic acid). Yield: 85.2%. Reaction SMILES: C([O:3][C:4](=[O:35])[C@H:5]([CH2:28][CH2:29][C:30]([O:32]CC)=[O:31])[NH:6][C:7](=[O:27])[C:8]1[CH:13]=[CH:12][C:11]([CH2:14][CH2:15][CH:16]2[C:24]3[C:23](=[O:25])[NH:22][C:21]([NH2:26])=[N:20][C:19]=3[NH:18][CH2:17]2)=[CH:10][CH:9]=1)C.Cl>[OH-].[Na+]>[NH2:26][C:21]1[NH:22][C:23](=[O:25])[C:24]2[CH:16]([CH2:15][CH2:14][C:11]3[CH:12]=[CH:13][C:8]([C:7]([NH:6][C@H:5]([C:4]([OH:35])=[O:3])[CH2:28][CH2:29][C:30]([OH:32])=[O:31])=[O:27])=[CH:9][CH:10]=3)[CH2:17][NH:18][C:19]=2[N:20]=1 |f:2.3|. Reported procedure: A solution of 1.50 grams (3.09 mmol) of N-[4-[2-(2-amino-4,5,6,7-tetrahydro-4-oxo-3H-pyrrolo[2,3-d]pyrimidin-5-yl)ethyl]benzoyl]-L-glutamic acid diethyl ester in 25 ml 1N NaOH was stirred at room temperature for 3 hours. The solution was carefully acidified to a of pH 2.8 by addition of 6M aqueous HCl and the resulting suspension was then filtered The precipitate was consecutively washed with 20 ml water, 10 ml methanol, 10 ml ether, and dried overnight at 50° C. and 10 torr. 1.13 g (85% of theo...